This data is from the Open Reaction Database (ORD), a public repository of structured organic reaction records. The task is: describe an organic reaction: reactants, conditions, products, and yield Reactants: CO, Cl, Nc1cc(C(=O)O)cc(N)n1. Yields the product COC(=O)c1cc(N)nc(N)c1. RXN SMILES: [CH3:13][OH:14].[ClH:12].[NH2:1][c:2]1[cH:3][c:4]([C:5](=[O:6])[OH:7])[cH:8][c:9]([NH2:11])[n:10]1>>[NH2:1][c:2]1[cH:3][c:4]([C:5]([O:6][CH3:13])=[O:7])[cH:8][c:9]([NH2:11])[n:10]1. Reactants: CC(C)=CCCC(C)=CCBr, CS(C)=O, [H-], [Na+], O, Cn1cnc2c1c(=O)[nH]c(=O)n2C. Yields the product CC(C)=CCCC(C)=CCn1c(=O)c2c(ncn2C)n(C)c1=O. As a reaction SMILES: [CH2:16]([CH:17]=[C:18]([CH3:19])[CH2:20][CH2:21][CH:22]=[C:23]([CH3:24])[CH3:25])[Br:26].[CH3:28][S:29]([CH3:30])=[O:31].[H-:1].[Na+:2].[OH2:27].[nH:3]1[c:4](=[O:5])[n:6]([CH3:7])[c:8]2[n:9][cH:10][n:11]([CH3:12])[c:13]2[c:14]1=[O:15]>>[n:3]1([CH2:16][CH:17]=[C:18]([CH3:19])[CH2:20][CH2:21][CH:22]=[C:23]([CH3:24])[CH3:25])[c:4](=[O:5])[n:6]([CH3:7])[c:8]2[n:9][cH:10][n:11]([CH3:12])[c:13]2[c:14]1=[O:15]. Starting materials: CCOC(=O)C(Cl)(Cl)CCCCCCCCCCCCSc1ccccc1, CCO, CCO, Cl, [K+], [OH-], O. The product is O=C(O)C(Cl)(Cl)CCCCCCCCCCCCSc1ccccc1. Reaction SMILES: [CH2:1]([CH3:2])[O:3][C:4]([C:5]([CH2:6][CH2:7][CH2:8][CH2:9][CH2:10][CH2:11][CH2:12][CH2:13][CH2:14][CH2:15][CH2:16][CH2:17][S:18][c:19]1[cH:20][cH:21][cH:22][cH:23][cH:24]1)([Cl:25])[Cl:26])=[O:27].[CH2:35]([OH:36])[CH3:37].[CH3:31][CH2:32][OH:33].[ClH:30].[K+:29].[OH-:28].[OH2:34]>>[O:3]=[C:4]([C:5]([CH2:6][CH2:7][CH2:8][CH2:9][CH2:10][CH2:11][CH2:12][CH2:13][CH2:14][CH2:15][CH2:16][CH2:17][S:18][c:19]1[cH:20][cH:21][cH:22][cH:23][cH:24]1)([Cl:25])[Cl:26])[OH:27].